From a dataset of the Open Reaction Database (ORD), a public repository of structured organic reaction records. describe an organic reaction: reactants, conditions, products, and yield Reactants: NC1=NC=C(C(=C1N)N[C@H]1[C@H]([C@@H]2C=C[C@H]1C2)C(=O)N)Cl ((1S,2S,3R,4R)-3-(2,3-Diamino-5-chloro-pyridin-4-ylamino)-bicyclo[2.2.1]hept-5-ene-2-carboxylic acid amide), CN1N=C(C(=C1C)C=O)C (1,3,5-Trimethyl-1H-pyrazole-4-carbaldehyde), C(C)(=O)[O-].[NH4+] (Ammonium acetate). Yields the product ClC=1C(=C2C(=NC1)NC(=N2)C=2C(=NN(C2C)C)C)N[C@H]2[C@H]([C@@H]1C=C[C@H]2C1)C(=O)N ((1S,2S,3R,4R)-3-[6-Chloro-2-(1,3,5-trimethyl-1H-pyrazol-4-yl)-3H-imidazo[4,5-b]pyridin-7-ylamino]-bicyclo[2.2.1]hept-5-ene-2-carboxylic acid amide). Yield: 34.7%. RXN SMILES: [NH2:1][C:2]1[C:7]([NH2:8])=[C:6]([NH:9][C@@H:10]2[C@@H:15]3[CH2:16][C@@H:12]([CH:13]=[CH:14]3)[C@@H:11]2[C:17]([NH2:19])=[O:18])[C:5]([Cl:20])=[CH:4][N:3]=1.[CH3:21][N:22]1[C:26]([CH3:27])=[C:25]([CH:28]=O)[C:24]([CH3:30])=[N:23]1.C([O-])(=O)C.[NH4+]>>[Cl:20][C:5]1[C:6]([NH:9][C@@H:10]2[C@@H:15]3[CH2:16][C@@H:12]([CH:13]=[CH:14]3)[C@@H:11]2[C:17]([NH2:19])=[O:18])=[C:7]2[N:8]=[C:28]([C:25]3[C:24]([CH3:30])=[N:23][N:22]([CH3:21])[C:26]=3[CH3:27])[NH:1][C:2]2=[N:3][CH:4]=1 |f:2.3|. Reported procedure: In a similar fashion to Compound LXXXVII, (1S,2S,3R,4R)-3-(2,3-Diamino-5-chloro-pyridin-4-ylamino)-bicyclo[2.2.1]hept-5-ene-2-carboxylic acid amide (75.00 mg, 0.2553 mmol), 1,3,5-Trimethyl-1H-pyrazole-4-carbaldehyde (38.8 mg, 0.281 mmol), and Ammonium acetate (39.4 mg, 0.511 mmol) were reacted to produce 36.49 mg (37%) of the title compound. (300 MHz, DMSO-d6) 12.47 (s, 1H), 7.91 (s, 1H), 7.72 (s, 1H), 7.21 (s, 1H), 7.00 (d, J=9 Hz, 1H), 6.32 (m, 1H), 6.26 (m, 1H), 5.17 (t, J=17 Hz, 9 Hz, 1H), 3... Product: CNc1cc(-c2nnc(N(CC(Cc3ccc(C(F)(F)F)cc3)NC(=O)OC(C)(C)C)C(=O)OC(C)(C)C)s2)ccc1N. The reactants are CNc1cc(-c2nnc(N(CC(Cc3ccc(C(F)(F)F)cc3)NC(=O)OC(C)(C)C)C(=O)OC(C)(C)C)s2)ccc1[N+](=O)[O-], CC(=O)O, CO, [H][H], O. RXN SMILES: [CH3:1][NH:2][c:3]1[cH:4][c:5](-[c:12]2[n:13][n:14][c:15]([N:17]([CH2:18][CH:19]([CH2:20][c:21]3[cH:22][cH:23][c:24]([C:27]([F:28])([F:29])[F:30])[cH:25][cH:26]3)[NH:31][C:32]([O:33][C:34]([CH3:35])([CH3:36])[CH3:37])=[O:38])[C:39](=[O:40])[O:41][C:42]([CH3:43])([CH3:44])[CH3:45])[s:16]2)[cH:6][cH:7][c:8]1[N+:9]([O-:10])=[O:11].[CH3:47][C:48](=[O:49])[OH:50].[CH3:53][OH:54].[H:51][H:52].[OH2:46]>>[CH3:1][NH:2][c:3]1[cH:4][c:5](-[c:12]2[n:13][n:14][c:15]([N:17]([CH2:18][CH:19]([CH2:20][c:21]3[cH:22][cH:23][c:24]([C:27]([F:28])([F:29])[F:30])[cH:25][cH:26]3)[NH:31][C:32]([O:33][C:34]([CH3:35])([CH3:36])[CH3:37])=[O:38])[C:39](=[O:40])[O:41][C:42]([CH3:43])([CH3:44])[CH3:45])[s:16]2)[cH:6][cH:7][c:8]1[NH2:9]. Reactants: CCCCCC, COc1ccc(C=O)cc1, O=C(CCl)OC1CCCCC1c1ccccc1, [H-], [Na+], C1CCOC1. Product: COc1ccc(C2OC2C(=O)OC2CCCCC2c2ccccc2)cc1. RXN SMILES: [CH3:3][CH2:4][CH2:5][CH2:6][CH2:7][CH3:8].[CH:26]([c:27]1[cH:28][cH:29][c:30]([O:33][CH3:34])[cH:31][cH:32]1)=[O:35].[Cl:9][CH2:10][C:11](=[O:12])[O:13][CH:14]1[CH:15]([c:20]2[cH:21][cH:22][cH:23][cH:24][cH:25]2)[CH2:16][CH2:17][CH2:18][CH2:19]1.[H-:2].[Na+:1].[O:36]1[CH2:37][CH2:38][CH2:39][CH2:40]1>>[CH:10]1([C:11](=[O:12])[O:13][CH:14]2[CH:15]([c:20]3[cH:21][cH:22][cH:23][cH:24][cH:25]3)[CH2:16][CH2:17][CH2:18][CH2:19]2)[CH:26]([c:27]2[cH:28][cH:29][c:30]([O:33][CH3:34])[cH:31][cH:32]2)[O:35]1. The reactants are CC(=O)OC(C)=O, CC1C(=O)NC(=O)NC1=O, [O-][n+]1ccccc1. The product is O=C1CC(=O)NC(=O)N1. As a reaction SMILES: [CH3:18][C:19]([O:20][C:21](=[O:22])[CH3:23])=[O:24].[CH3:8][CH:9]1[C:10](=[O:11])[NH:12][C:13](=[O:14])[NH:15][C:16]1=[O:17].[O-:1][n+:2]1[cH:3][cH:4][cH:5][cH:6][cH:7]1>>[CH2:9]1[C:10](=[O:11])[NH:12][C:13](=[O:14])[NH:15][C:16]1=[O:17]. The reactants are N1(N=CN=C1)C1=CC=C(CN2N=C3N(C(N(C(C3=C2SC)=O)C)=O)CC(C)(C)C)C=C1 (2-(4-(1H-1,2,4-triazol-1-yl)benzyl)-5-methyl-3-(methylthio)-7-neopentyl-2H-pyrazolo[3,4-d]pyrimidine-4,6(5H,7H)-dione), OOS(=O)[O-].[K+] (Oxone). Run in C(Cl)Cl (CH2Cl2), CO (MeOH). Reaction conditions: time 2 day. The product is N1(N=CN=C1)C1=CC=C(CN2N=C3N(C(N(C(C3=C2S(=O)C)=O)C)=O)CC(C)(C)C)C=C1 (2-(4-(1H-1,2,4-triazol-1-yl)benzyl)-5-methyl-3-(methylsulfinyl)-7-neopentyl-2H-pyrazolo[3,4-d]pyrimidine-4,6(5H,7H)-dione). Yield: 48.8%. RXN SMILES: [N:1]1([C:6]2[CH:31]=[CH:30][C:9]([CH2:10][N:11]3[C:19]([S:20][CH3:21])=[C:18]4[C:13]([N:14]([CH2:25][C:26]([CH3:29])([CH3:28])[CH3:27])[C:15](=[O:24])[N:16]([CH3:23])[C:17]4=[O:22])=[N:12]3)=[CH:8][CH:7]=2)[CH:5]=[N:4][CH:3]=[N:2]1.[OH:32]OS([O-])=O.[K+]>C(Cl)Cl.CO>[N:1]1([C:6]2[CH:31]=[CH:30][C:9]([CH2:10][N:11]3[C:19]([S:20]([CH3:21])=[O:32])=[C:18]4[C:13]([N:14]([CH2:25][C:26]([CH3:28])([CH3:27])[CH3:29])[C:15](=[O:24])[N:16]([CH3:23])[C:17]4=[O:22])=[N:12]3)=[CH:8][CH:7]=2)[CH:5]=[N:4][CH:3]=[N:2]1 |f:1.2|. Procedure details: 2-(4-(1H-1,2,4-triazol-1-yl)benzyl)-5-methyl-3-(methylthio)-7-neopentyl-2H-pyrazolo[3,4-d]pyrimidine-4,6(5H,7H)-dione (16 mg, 0.036 mmol) is dissolved in CH2Cl2 (500 μL) and MeOH (500 μL), and then an aqueous solution of Oxone (22.4 mg, 0.036 mmol) is added. The reaction mixture is stirred at room temperature for 2 days, and then purified by a semi-preparative HPLC to give 8 mg of product as off-white solids. MS (ESI) m/z 456.2 [M+H]+. Starting materials: NOS(=O)(=O)[O-].[K+] (potassium hydroxylamine-O-sulphonate), CC(C)([O-])C.[K+] (potassium tert-butoxid), NOS(=O)(=O)O (hydroxylamine-O-sulphonic acid), CC(C)([O-])C.[K+] (Potassium tert-butoxid), FC1=CC=C(C=C1)C1=CNC2=CC=C(C=C12)C (3-(4-Fluorophenyl)-5-methyl-1H-indole). Run in CN(C)C=O (DMF), CN(C)C=O (DMF), CN(C)C=O (DMF). Product: NN1C=C(C2=CC(=CC=C12)C)C1=CC=C(C=C1)F (1-Amino-3-(4-fluorophenyl)-5-methyl-1H-indole). RXN SMILES: CC(C)([O-])C.[K+].[F:7][C:8]1[CH:13]=[CH:12][C:11]([C:14]2[C:22]3[C:17](=[CH:18][CH:19]=[C:20]([CH3:23])[CH:21]=3)[NH:16][CH:15]=2)=[CH:10][CH:9]=1.[NH2:24]OS([O-])(=O)=O.[K+].NOS(O)(=O)=O>CN(C=O)C>[NH2:24][N:16]1[C:17]2[C:22](=[CH:21][C:20]([CH3:23])=[CH:19][CH:18]=2)[C:14]([C:11]2[CH:12]=[CH:13][C:8]([F:7])=[CH:9][CH:10]=2)=[CH:15]1 |f:0.1,3.4|. Reported procedure: Potassium tert-butoxid (7.5 g) was added to a solution of 3-(4-fluorophenyl)-5-methyl-1H-indole 1c (15 g) in DMF during 15 min at 0°-5° C. Then a suspension of potassium hydroxylamine-O-sulphonate in DMF (prepared by addition of potassium tert-butoxid (7.5 g) to a suspension of hydroxylamine-O-sulphonic acid (7.6 g) in DMF (100 ml) during 0.5 h at 0°-5° C.) was added slowly at 0°-5° C. After reaction at 0° C. for 1 h the mixture was poured into ice, and extracted with diethyl ether (2×250 ml). T... Reactants: NC1=CC=C(C=C1)NC(=O)N(CC1=CC=NC=C1)C (1-(p-aminophenyl)-3-methyl-3-(4-pyridylmethyl)urea), N1=CC=CC=C1 (pyridine), C(C)(=O)Cl (acetyl chloride). Solvent: O (water). Conditions: time 30 minute. The product is C(C)(=O)NC1=CC=C(C=C1)NC(=O)NCC1=CC=NC=C1 (1-(p-acetamidophenyl)-3-(4-pyridylmethyl)urea). RXN SMILES: [NH2:1][C:2]1[CH:7]=[CH:6][C:5]([NH:8][C:9]([N:11](C)[CH2:12][C:13]2[CH:18]=[CH:17][N:16]=[CH:15][CH:14]=2)=[O:10])=[CH:4][CH:3]=1.N1C=CC=CC=1.[C:26](Cl)(=[O:28])[CH3:27]>O>[C:26]([NH:1][C:2]1[CH:3]=[CH:4][C:5]([NH:8][C:9]([NH:11][CH2:12][C:13]2[CH:14]=[CH:15][N:16]=[CH:17][CH:18]=2)=[O:10])=[CH:6][CH:7]=1)(=[O:28])[CH3:27]. Procedure details: To a chilled (circa 0° C.) solution of 5.12 gms. (0.02 mole) of 1-(p-aminophenyl)-3-methyl-3-(4-pyridylmethyl)urea (Example 6., supra.) in 75 ml. of pyridine there is added dropwise 1.48 gms. (0.02 mole) of acetyl chloride with stirring, while maintaining the temperature of the reaction mixture at circa 0° C. Stirring is continued for 30 minutes and then the reaction mixture is allowed to stand at room temperature overnight. Solvent is stripped and the residue suspended in water. Upon removal of...